Dataset: the Open Reaction Database (ORD), a public repository of structured organic reaction records. Task: describe an organic reaction: reactants, conditions, products, and yield The reactants are Fc1cc(OCc2ccccc2)c(F)cc1Cc1c[nH]c2ncccc12, CC(C)[Si](Cl)(C(C)C)C(C)C, [H-], [Na+], C1CCOC1, O. The product is CC(C)[Si](C(C)C)(C(C)C)n1cc(Cc2cc(F)c(OCc3ccccc3)cc2F)c2cccnc21. RXN SMILES: [CH2:1]([c:2]1[cH:3][cH:4][cH:5][cH:6][cH:7]1)[O:8][c:9]1[cH:10][c:11]([F:26])[c:12]([CH2:13][c:14]2[cH:15][nH:16][c:17]3[n:18][cH:19][cH:20][cH:21][c:22]23)[cH:23][c:24]1[F:25].[CH:29]([CH3:30])([CH3:31])[Si:32]([CH:33]([CH3:34])[CH3:35])([CH:36]([CH3:37])[CH3:38])[Cl:39].[H-:27].[Na+:28].[O:41]1[CH2:42][CH2:43][CH2:44][CH2:45]1.[OH2:40]>>[CH2:1]([c:2]1[cH:3][cH:4][cH:5][cH:6][cH:7]1)[O:8][c:9]1[cH:10][c:11]([F:26])[c:12]([CH2:13][c:14]2[cH:15][n:16]([Si:32]([CH:29]([CH3:30])[CH3:31])([CH:33]([CH3:34])[CH3:35])[CH:36]([CH3:37])[CH3:38])[c:17]3[n:18][cH:19][cH:20][cH:21][c:22]23)[cH:23][c:24]1[F:25].